This data is from the Open Reaction Database (ORD), a public repository of structured organic reaction records. The task is: describe an organic reaction: reactants, conditions, products, and yield The reactants are C(C)(=O)OC\C=C\C=C\C (sorbyl acetate), C(CCC)[Mg]Br (n-butylmagnesium bromide), C(CCCCC)Br (n-hexyl bromide), Grignard reagent, halide, magnesium salt, ClC(CCCCC)O (chlorohexanol), halide, α,ω-olefins. Reagents/catalysts: [Cu] (copper), [Li+].[Li+].[Cl-].[Cl-].[Cl-].[Cl-].[Cu+2] (dilithiumtetrachlorocuprate), [Cu] (copper), [Li+].[Li+].[Cl-].[Cl-].[Cl-].[Cl-].[Cu+2] (dilithiumtetrachlorocuprate). Product: C(CCCCCCC=CC=CC)O (8,10-dodecadien-1-ol). Reaction SMILES: C([Mg]Br)CCC.[CH2:7](Br)[CH2:8][CH2:9][CH2:10][CH2:11][CH3:12].C([O:17][CH2:18]/[CH:19]=[CH:20]/[CH:21]=[CH:22]/[CH3:23])(=O)C.ClC(O)CCCCC>[Cu].[Li+].[Li+].[Cl-].[Cl-].[Cl-].[Cl-].[Cu+2]>[CH2:18]([OH:17])[CH2:19][CH2:20][CH2:21][CH2:22][CH2:23][CH2:7][CH:8]=[CH:9][CH:10]=[CH:11][CH3:12] |f:5.6.7.8.9.10.11|. Procedure: The copper catalyzed coupling reaction of a Grignard reagent with an organic halide, which is commonly referred to as a halide displacement reaction, was first reported in 1971 by Kochi and Tamura (J. Am. Chem. Soc. 1971, 93, 1487, Synthesis 1971, 303, J. Organomet. Chem. 1972, 42, 205). In the Synthesis paper the authors reported the coupling reaction of n-butylmagnesium bromide with n-hexyl bromide in the presence of dilithiumtetrachlorocuprate (Li2CuCl4). Since that report the use of Li2CuCl4... The reactants are CCOC(=O)COc1ccc(NC(=O)OCc2ccccc2)cc1, CI, CN(C)C=O, Cl, [H-], [Na+]. Yields the product CCOC(=O)COc1ccc(N(C)C(=O)OCc2ccccc2)cc1. As a reaction SMILES: [CH2:3]([c:4]1[cH:5][cH:6][cH:7][cH:8][cH:9]1)[O:10][C:11](=[O:12])[NH:13][c:14]1[cH:15][cH:16][c:17]([O:18][CH2:19][C:20](=[O:21])[O:22][CH2:23][CH3:24])[cH:25][cH:26]1.[CH3:27][I:28].[CH3:30][N:31]([CH3:32])[CH:33]=[O:34].[ClH:29].[H-:1].[Na+:2]>>[CH2:3]([c:4]1[cH:5][cH:6][cH:7][cH:8][cH:9]1)[O:10][C:11](=[O:12])[N:13]([c:14]1[cH:15][cH:16][c:17]([O:18][CH2:19][C:20](=[O:21])[O:22][CH2:23][CH3:24])[cH:25][cH:26]1)[CH3:27]. The product is COc1ccccc1C(C)C(=O)N1CC2C(C1)C(c1ccccc1)(c1ccccc1)CCC2(O)c1ccccc1OC. RXN SMILES: [CH2:76]([Cl:77])[Cl:78].[CH3:11][O:12][c:13]1[c:14]([CH:19]([C:20](=[O:21])[OH:22])[CH3:23])[cH:15][cH:16][cH:17][cH:18]1.[CH3:65][N:66]([CH3:67])[CH2:68][CH2:69][CH2:70][N:71]=[C:72]=[N:73][CH2:74][CH3:75].[CH:24]([N:25]([CH:26]([CH3:27])[CH3:28])[CH2:29][CH3:30])([CH3:31])[CH3:32].[ClH:33].[ClH:64].[OH:1][n:2]1[c:3]2[cH:4][cH:5][cH:6][cH:7][c:8]2[n:9][n:10]1.[c:34]1([C:40]2([c:58]3[cH:59][cH:60][cH:61][cH:62][cH:63]3)[CH2:41][CH2:42][C:43]([OH:49])([c:50]3[c:51]([O:56][CH3:57])[cH:52][cH:53][cH:54][cH:55]3)[CH:44]3[CH2:45][NH:46][CH2:47][CH:48]23)[cH:35][cH:36][cH:37][cH:38][cH:39]1>>[CH3:11][O:12][c:13]1[c:14]([CH:19]([C:20](=[O:22])[N:46]2[CH2:45][CH:44]3[C:43]([OH:49])([c:50]4[c:51]([O:56][CH3:57])[cH:52][cH:53][cH:54][cH:55]4)[CH2:42][CH2:41][C:40]([c:34]4[cH:35][cH:36][cH:37][cH:38][cH:39]4)([c:58]4[cH:59][cH:60][cH:61][cH:62][cH:63]4)[CH:48]3[CH2:47]2)[CH3:23])[cH:15][cH:16][cH:17][cH:18]1. Starting materials: ClCCl, COc1ccccc1C(C)C(=O)O, CCN=C=NCCCN(C)C, CCN(C(C)C)C(C)C, Cl, Cl, On1nnc2ccccc21, COc1ccccc1C1(O)CCC(c2ccccc2)(c2ccccc2)C2CNCC21. The reactants are Cc1ccccc1, ClCCl, O=C(O)C(F)(F)F, O=S(=O)(c1cccc(OCc2ccccc2)n1)n1cccc1. Product: O=c1cccc(S(=O)(=O)n2cccc2)[nH]1. Reaction SMILES: [CH3:33][c:34]1[cH:35][cH:36][cH:37][cH:38][cH:39]1.[Cl:23][CH2:24][Cl:25].[OH:26][C:27]([C:28]([F:29])([F:30])[F:31])=[O:32].[n:1]1([S:6](=[O:7])(=[O:8])[c:9]2[n:10][c:11]([O:15][CH2:16][c:17]3[cH:18][cH:19][cH:20][cH:21][cH:22]3)[cH:12][cH:13][cH:14]2)[cH:2][cH:3][cH:4][cH:5]1>>[n:1]1([S:6](=[O:7])(=[O:8])[c:9]2[nH:10][c:11](=[O:15])[cH:12][cH:13][cH:14]2)[cH:2][cH:3][cH:4][cH:5]1. Starting materials: CC(C)(C)[O-], CCS(=O)(=O)c1ccc(C(=O)OC)c(Cl)c1O, O=S(=O)(OCC(F)(F)C(F)F)C(F)(F)C(F)(F)C(F)(F)C(F)(F)F, [K+], CN(C)C=O, O. As a reaction SMILES: [CH3:1][C:2]([CH3:3])([O-:4])[CH3:5].[Cl:36][c:37]1[c:38]([C:39](=[O:40])[O:41][CH3:42])[cH:43][cH:44][c:45]([S:48](=[O:49])(=[O:50])[CH2:51][CH3:52])[c:46]1[OH:47].[F:7][C:8]([F:9])([S:10](=[O:11])(=[O:12])[O:22][CH2:23][C:24]([CH:25]([F:26])[F:27])([F:28])[F:29])[C:13]([F:14])([F:15])[C:16]([F:17])([F:18])[C:19]([F:20])([F:21])[F:30].[K+:6].[O:31]=[CH:32][N:33]([CH3:34])[CH3:35].[OH2:53]>>[O:22]([CH2:23][C:24]([CH:25]([F:26])[F:27])([F:28])[F:29])[c:46]1[c:37]([Cl:36])[c:38]([C:39](=[O:40])[O:41][CH3:42])[cH:43][cH:44][c:45]1[S:48](=[O:49])(=[O:50])[CH2:51][CH3:52]. Product: CCS(=O)(=O)c1ccc(C(=O)OC)c(Cl)c1OCC(F)(F)C(F)F. Starting materials: FC1=CC=C(OC2=CC=C(C=C2)B2OC(C(O2)(C)C)(C)C)C=C1 (2-(4-(4-fluorophenoxy)phenyl)-4,4,5,5-tetramethyl-1,3,2-dioxaborolane), C(=O)([O-])[O-].[Na+].[Na+] (Na2CO3), C(N)(=O)C1=CC(=NC(=N1)Cl)N[C@H](C(=O)OC)C ((S)-methyl 2-((6-carbamoyl-2-chloropyrimidin-4-yl)amino)propanoate). Reagents/catalysts: C1=CC=C(C=C1)P([C-]2C=CC=C2)C3=CC=CC=C3.C1=CC=C(C=C1)P([C-]2C=CC=C2)C3=CC=CC=C3.Cl[Pd]Cl.[Fe+2] (PdCl2(dppf)). Run in O1CCOCC1 (dioxane). Conditions: temperature 100 celsius. Product: C(N)(=O)C1=CC(=NC(=N1)C1=CC=C(C=C1)OC1=CC=C(C=C1)F)N[C@H](C(=O)OC)C ((S)-methyl 2-((6-carbamoyl-2-(4-(4-fluorophenoxy)phenyl)pyrimidin-4-yl)amino)propanoate). Yield: 50.7%. Reaction SMILES: [C:1]([C:4]1[N:9]=[C:8](Cl)[N:7]=[C:6]([NH:11][C@@H:12]([CH3:17])[C:13]([O:15][CH3:16])=[O:14])[CH:5]=1)(=[O:3])[NH2:2].[F:18][C:19]1[CH:40]=[CH:39][C:22]([O:23][C:24]2[CH:29]=[CH:28][C:27](B3OC(C)(C)C(C)(C)O3)=[CH:26][CH:25]=2)=[CH:21][CH:20]=1.C([O-])([O-])=O.[Na+].[Na+]>O1CCOCC1.C1C=CC(P(C2C=CC=CC=2)[C-]2C=CC=C2)=CC=1.C1C=CC(P(C2C=CC=CC=2)[C-]2C=CC=C2)=CC=1.Cl[Pd]Cl.[Fe+2]>[C:1]([C:4]1[N:9]=[C:8]([C:27]2[CH:26]=[CH:25][C:24]([O:23][C:22]3[CH:21]=[CH:20][C:19]([F:18])=[CH:40][CH:39]=3)=[CH:29][CH:28]=2)[N:7]=[C:6]([NH:11][C@@H:12]([CH3:17])[C:13]([O:15][CH3:16])=[O:14])[CH:5]=1)(=[O:3])[NH2:2] |f:2.3.4,6.7.8.9|. Procedure details: To a suspension of (S)-methyl 2-((6-carbamoyl-2-chloropyrimidin-4-yl)amino)propanoate (5.133 g, 19.84 mmol) in dioxane (100 mL) was added 2-(4-(4-fluorophenoxy)phenyl)-4,4,5,5-tetramethyl-1,3,2-dioxaborolane (6.858 g, 21.83 mmol), 2M aqueous Na2CO3 (19.9 mL, 39.8 mmol) and PdCl2(dppf) (0.809 g, 0.99 mmol). The reaction vessel was flushed with argon, sealed and heated at 100° C. overnight. After cooling, the reaction mixture was diluted with 500 mL EtOAc and washed with brine (3×100 mL). The orga... The reactants are CC1C(NC2=C(O1)C=CC(=C2)OC2CCNCC2)=O (2-Methyl-6-(piperidin-4-yloxy)-2H-benzo[b][1,4]oxazin-3(4H)-one), C(=O)([O-])[O-].[K+].[K+] (K2CO3), FC1=CC=C(C(=O)NC)C=C1 (4-fluoro-N-methylbenzamide). The solvent is CS(=O)C (DMSO). Reaction conditions: temperature 120 celsius, time 72 hour. Yields the product CNC(C1=CC=C(C=C1)N1CCC(CC1)OC1=CC2=C(OC(C(N2)=O)C)C=C1)=O (N-Methyl-4-(4-(2-methyl-3-oxo-3,4-dihydro-2H-benzo[b][1,4]oxazin-6-yloxy)piperidin-1-yl)benzamide). Yield: 22.8%. Reaction SMILES: [CH3:1][CH:2]1[O:7][C:6]2[CH:8]=[CH:9][C:10]([O:12][CH:13]3[CH2:18][CH2:17][NH:16][CH2:15][CH2:14]3)=[CH:11][C:5]=2[NH:4][C:3]1=[O:19].C([O-])([O-])=O.[K+].[K+].F[C:27]1[CH:36]=[CH:35][C:30]([C:31]([NH:33][CH3:34])=[O:32])=[CH:29][CH:28]=1>CS(C)=O>[CH3:34][NH:33][C:31](=[O:32])[C:30]1[CH:35]=[CH:36][C:27]([N:16]2[CH2:17][CH2:18][CH:13]([O:12][C:10]3[CH:9]=[CH:8][C:6]4[O:7][CH:2]([CH3:1])[C:3](=[O:19])[NH:4][C:5]=4[CH:11]=3)[CH2:14][CH2:15]2)=[CH:28][CH:29]=1 |f:1.2.3|. Procedure: In a 4 mL screw cap vial, 2-methyl-6-(piperidin-4-yloxy)-2H-benzo[b][1,4]oxazin-3(4H)-one 394E (0.054 g, 0.206 mmol), K2CO3 (0.142 g, 1.029 mmol), and 4-fluoro-N-methylbenzamide (0.038 g, 0.247 mmol) were suspended in DMSO (0.412 mL) to give a brown suspension. The reaction was stirred at 120° C. for 72 hr. The crude material was purified by prep HPLC-MS (40-75% MeCN in water). The fractions were collected and concentrated in vacuo affording the product as a tan solid (0.0186 g, 22.85% yield). 1... Starting materials: CC(=O)c1nc2ccccc2[nH]1, ClCCl, C1=COCCC1, Cc1ccc(S(=O)(=O)O)cc1. Yields the product CC(=O)c1nc2ccccc2n1C1CCCCO1. Reaction SMILES: [C:7]([CH3:8])(=[O:9])[c:10]1[nH:11][c:12]2[c:13]([n:14]1)[cH:15][cH:16][cH:17][cH:18]2.[Cl:30][CH2:31][Cl:32].[O:1]1[CH2:2][CH2:3][CH2:4][CH:5]=[CH:6]1.[c:19]1([CH3:20])[cH:21][cH:22][c:23]([S:24]([OH:25])(=[O:26])=[O:27])[cH:28][cH:29]1>>[O:1]1[CH2:2][CH2:3][CH2:4][CH2:5][CH:6]1[n:11]1[c:10]([C:7]([CH3:8])=[O:9])[n:14][c:13]2[c:12]1[cH:18][cH:17][cH:16][cH:15]2. Reactants: ClC=1C=NC=C(C1SC1=C(C=C(S1)C(=O)Cl)[N+](=O)[O-])Cl (5-[(3,5-dichloro-4-pyridyl)sulfanyl]-4-nitro-thiophene-2-carbonyl chloride), FC=1C=C(N)C=CC1 (3-fluoro-aniline). Yields the product ClC=1C=NC=C(C1SC1=C(C=C(S1)C(=O)NC1=CC(=CC=C1)F)[N+](=O)[O-])Cl (5-((3,5-dichloropyridin-4-yl)thio)-N-(3-fluorophenyl)-4-nitrothiophene-2-carboxamide), solid. Yield: 52.0%. Reaction SMILES: [Cl:1][C:2]1[CH:3]=[N:4][CH:5]=[C:6]([Cl:20])[C:7]=1[S:8][C:9]1[S:13][C:12]([C:14](Cl)=[O:15])=[CH:11][C:10]=1[N+:17]([O-:19])=[O:18].[F:21][C:22]1[CH:23]=[C:24]([CH:26]=[CH:27][CH:28]=1)[NH2:25]>>[Cl:1][C:2]1[CH:3]=[N:4][CH:5]=[C:6]([Cl:20])[C:7]=1[S:8][C:9]1[S:13][C:12]([C:14]([NH:25][C:24]2[CH:26]=[CH:27][CH:28]=[C:22]([F:21])[CH:23]=2)=[O:15])=[CH:11][C:10]=1[N+:17]([O-:19])=[O:18]. Procedure details: Prepared according to the procedure described for example 50 from 5-[(3,5-dichloro-4-pyridyl)sulfanyl]-4-nitro-thiophene-2-carbonyl chloride (120 mg, 0.33 mmol) and 3-fluoro-aniline (43 mg, 0.39 mmol). The title compound was obtained as a solid (75 mg, 52% yield). 1H NMR (400 MHz, d6-DMSO) δ: 10.68 (1H, s), 9.01 (2H, s), 8.71 (1H, s), 7.61 (1H, m), 7.42 (1H, m), 6.97 (1H, m). MS m/z: 442.07, 444.05 [M+H]+.